This data is from the Open Reaction Database (ORD), a public repository of structured organic reaction records. The task is: describe an organic reaction: reactants, conditions, products, and yield The reactants are O (water), OC1=C(C(=CC(=C1)OC)OC)C(C)=O (2'-hydroxy-4',6'-dimethoxyacetophenone), C(C)(=O)NC1=CC=C(C=O)C=C1 (4-acetamidobenzaldehyde), [OH-].[K+] (potassium hydroxide). Solvent: C(C)O (ethanol). Conditions: time 3 day. Product: NC1=CC=C(C=C1)C=CC(=O)C1=C(C=C(C=C1OC)OC)O (4-amino-2'-hydroxy-4',6'-dimethoxychalcone). The yield is 8.0%. As a reaction SMILES: [OH:1][C:2]1[CH:7]=[C:6]([O:8][CH3:9])[CH:5]=[C:4]([O:10][CH3:11])[C:3]=1[C:12](=[O:14])[CH3:13].C([NH:18][C:19]1[CH:26]=[CH:25][C:22]([CH:23]=O)=[CH:21][CH:20]=1)(=O)C.[OH-].[K+].O>C(O)C>[NH2:18][C:19]1[CH:26]=[CH:25][C:22]([CH:23]=[CH:13][C:12]([C:3]2[C:4]([O:10][CH3:11])=[CH:5][C:6]([O:8][CH3:9])=[CH:7][C:2]=2[OH:1])=[O:14])=[CH:21][CH:20]=1 |f:2.3|. Procedure details: A mixture of 98 mg of 2'-hydroxy-4',6'-dimethoxyacetophenone, 85 mg of 4-acetamidobenzaldehyde and 1 g of potassium hydroxide in 4 ml of 50% aqueous ethanol was stirred at room temperature for 3 days. The mixture was poured into 30 ml of cold water and then extracted with three 30 ml portions of ethyl acetate. The combined extracts were washed with water, dried over anhydrous sodium sulfate and evaporated under reduced pressure. The residue was purified by preparative thin layer chromatography u... Reactants: C(CC)N(C1=NNC(=C1)C(F)(F)F)CCC (N,N-dipropyl-5-(trifluoromethyl)-1H-pyrazol-3-amine), C1CC(=O)N(C1=O)Cl (NCS), [NH4+].[Cl-] (NH4Cl), CCOC(=O)C (EtOAc). Run in CN(C)C=O (DMF). Reaction conditions: temperature 100 celsius, time 1 hour. Product: ClC=1C(=NNC1C(F)(F)F)N(CCC)CCC (4-Chloro-N,N-dipropyl-5-(trifluoromethyl)-1H-pyrazol-3-amine). Yield: 100.4%. RXN SMILES: [CH2:1]([N:4]([CH2:14][CH2:15][CH3:16])[C:5]1[CH:9]=[C:8]([C:10]([F:13])([F:12])[F:11])[NH:7][N:6]=1)[CH2:2][CH3:3].C1C(=O)N([Cl:24])C(=O)C1.[NH4+].[Cl-].CCOC(C)=O>CN(C=O)C>[Cl:24][C:9]1[C:5]([N:4]([CH2:1][CH2:2][CH3:3])[CH2:14][CH2:15][CH3:16])=[N:6][NH:7][C:8]=1[C:10]([F:12])([F:13])[F:11] |f:2.3|. Procedure: To N,N-dipropyl-5-(trifluoromethyl)-1H-pyrazol-3-amine (250 mg, 1.06 mmol) in DMF (5.3 mL) was added NCS (142 mg, 1.06 mmol). The resulting reaction mixture was stirred at 100° C. for 1 h and then poured into sat. aq. NH4Cl solution and EtOAc (1:1). The organic layer was washed sat. aq. NH4Cl solution (3×), and the combined aqueous layer was extracted with EtOAc (3×). The combined organic extracts were dried over Na2SO4, filtered and concentrated in vacuo to give the title compound (287 mg, 100%... Starting materials: C1COCCO1, Cl, COC(=O)c1ccc(Nc2nc3c(-c4cccc(C(F)(F)F)c4)cccn3n2)cc1, [Na+], [OH-]. The product is O=C(O)c1ccc(Nc2nc3c(-c4cccc(C(F)(F)F)c4)cccn3n2)cc1. RXN SMILES: [CH2:34]1[O:35][CH2:36][CH2:37][O:38][CH2:39]1.[ClH:31].[F:1][C:2]([c:3]1[cH:4][c:5](-[c:9]2[c:10]3[n:11]([cH:12][cH:13][cH:14]2)[n:15][c:16]([NH:18][c:19]2[cH:20][cH:21][c:22]([C:23](=[O:24])[O:25][CH3:26])[cH:27][cH:28]2)[n:17]3)[cH:6][cH:7][cH:8]1)([F:29])[F:30].[Na+:33].[OH-:32]>>[F:1][C:2]([c:3]1[cH:4][c:5](-[c:9]2[c:10]3[n:11]([cH:12][cH:13][cH:14]2)[n:15][c:16]([NH:18][c:19]2[cH:20][cH:21][c:22]([C:23](=[O:24])[OH:25])[cH:27][cH:28]2)[n:17]3)[cH:6][cH:7][cH:8]1)([F:29])[F:30]. Starting materials: O=C(O)c1cc2cc(Cl)ncc2[nH]1, Cl, NC(Cc1ccc(F)cc1)C(=O)N1CCC(O)CC1. Yields the product O=C(NC(Cc1ccc(F)cc1)C(=O)N1CCC(O)CC1)c1cc2cc(Cl)ncc2[nH]1. RXN SMILES: [Cl:1][c:2]1[cH:3][c:4]2[c:5]([cH:6][n:7]1)[nH:8][c:9]([C:11](=[O:12])[OH:13])[cH:10]2.[ClH:14].[NH2:15][CH:16]([C:17](=[O:18])[N:19]1[CH2:20][CH2:21][CH:22]([OH:25])[CH2:23][CH2:24]1)[CH2:26][c:27]1[cH:28][cH:29][c:30]([F:33])[cH:31][cH:32]1>>[Cl:1][c:2]1[cH:3][c:4]2[c:5]([cH:6][n:7]1)[nH:8][c:9]([C:11](=[O:13])[NH:15][CH:16]([C:17](=[O:18])[N:19]1[CH2:20][CH2:21][CH:22]([OH:25])[CH2:23][CH2:24]1)[CH2:26][c:27]1[cH:28][cH:29][c:30]([F:33])[cH:31][cH:32]1)[cH:10]2. Reactants: C(OC1=C(C=C(C=C1)F)CC)(OC)=O (2-Ethyl-4-fluorophenyl methyl carbonate), OS(=O)(=O)O (H2SO4), [N+](=O)([O-])[O-].[K+] (KNO3). Run at temperature 0 celsius, time 2 hour. Yields the product C(OC1=C(C=C(C(=C1)[N+](=O)[O-])F)CC)(OC)=O (2-ethyl-4-fluoro-5-nitrophenyl methyl carbonate). Isolated yield 57.7%. Reaction SMILES: [C:1](=[O:14])([O:12][CH3:13])[O:2][C:3]1[CH:8]=[CH:7][C:6]([F:9])=[CH:5][C:4]=1[CH2:10][CH3:11].OS(O)(=O)=O.[N+:20]([O-])([O-:22])=[O:21].[K+]>>[C:1](=[O:14])([O:12][CH3:13])[O:2][C:3]1[CH:8]=[C:7]([N+:20]([O-:22])=[O:21])[C:6]([F:9])=[CH:5][C:4]=1[CH2:10][CH3:11] |f:2.3|. Procedure: 2-Ethyl-4-fluorophenyl methyl carbonate (2.4 g, 12.11 mmol) was added dropwise to H2SO4 (7.2 mL) to generate a yellow homogeneous solution. The solution was then cooled to 0° C. and KNO3 (1.469 g, 14.53 mmol) was added portion-wise maintaining the internal temperature below 5° C. The reaction was stirred for 2 h and then poured on ice water. The aqueous layer was extracted with dichloromethane (3×10 mL), dried over Na2SO4, filtered and concentrated. Purification by silica gel chromatography (10%... RXN SMILES: [C:6]([CH3:7])(=[O:8])[NH:9][c:10]1[cH:11][cH:12][c:13]([OH:16])[cH:14][cH:15]1.[NH2:1][S:2]([OH:3])(=[O:4])=[O:5].[O:23]1[CH2:24][CH2:25][O:26][CH2:27][CH2:28]1.[cH:17]1[cH:18][cH:19][n:20][cH:21][cH:22]1>>[NH2:1][S:2]([O:3][c:13]1[cH:12][cH:11][c:10]([NH:9][C:6]([CH3:7])=[O:8])[cH:15][cH:14]1)(=[O:4])=[O:5]. Product: CC(=O)Nc1ccc(OS(N)(=O)=O)cc1. Reactants: CC(=O)Nc1ccc(O)cc1, NS(=O)(=O)O, C1COCCO1, c1ccncc1. Reactants: S1C=C(C=C1)C=CCC(=O)O (4-(3-thienyl)-3-butenoic acid), ClC1=CC2=C(OC3=C(CN2C(=O)NN)C=CC=C3)C=C1 (8-chlorodibenz[b,f][1,41oxazepine-10(11H)-carboxylic acid, hydrazide). Yields the product O=C(\C=C\CC1=CSC=C1)NNC(=O)N1C2=C(OC3=C(C1)C=CC=C3)C=CC(=C2)Cl (8-chlorodibenz[b,f][1,4]oxazepine-10(11H)-carboxylic acid, 2-[1-oxo-4-(3-thienyl)-3E-butenyl]hydrazide), O=C(\C=C/CC1=CSC=C1)NNC(=O)N1C2=C(OC3=C(C1)C=CC=C3)C=CC(=C2)Cl (8-chlorodibenz[b,f][1,4 ]oxazepine-10(11H)-carboxylic acid, 2-[1-oxo-4-(3-thienyl)-3Z-butenyl]hydrazide). As a reaction SMILES: [S:1]1[CH:5]=[CH:4][C:3]([CH:6]=[CH:7][CH2:8][C:9]([OH:11])=[O:10])=[CH:2]1.[Cl:12][C:13]1[CH:31]=[CH:30][C:16]2[O:17][C:18]3[CH:29]=[CH:28][CH:27]=[CH:26][C:19]=3[CH2:20][N:21]([C:22]([NH:24][NH2:25])=[O:23])[C:15]=2[CH:14]=1>>[O:11]=[C:9]([NH:25][NH:24][C:22]([N:21]1[CH2:20][C:19]2[CH:26]=[CH:27][CH:28]=[CH:29][C:18]=2[O:17][C:16]2[CH:30]=[CH:31][C:13]([Cl:12])=[CH:14][C:15]1=2)=[O:23])/[CH:8]=[CH:7]/[CH2:6][C:3]1[CH:4]=[CH:5][S:1][CH:2]=1.[O:10]=[C:9]([NH:25][NH:24][C:22]([N:21]1[CH2:20][C:19]2[CH:26]=[CH:27][CH:28]=[CH:29][C:18]=2[O:17][C:16]2[CH:30]=[CH:31][C:13]([Cl:12])=[CH:14][C:15]1=2)=[O:23])/[CH:8]=[CH:7]\[CH2:6][C:3]1[CH:4]=[CH:5][S:1][CH:2]=1. Procedure details: 8-chlorodibenz[b,f][1,4]oxazepine-10(11H)-carboxylic acid, 2-[1-oxo-4-(3-thienyl)-3E-butenyl]hydrazide (trans) (30) and 8-chlorodibenz[b,f][1,4 ]oxazepine-10(11H)-carboxylic acid, 2-[1-oxo-4-(3-thienyl)-3Z-butenyl]hydrazide (cis) (31) were prepared in the manner described in Example 7 on a 5.2 mmol scale from 4-(3-thienyl)-3-butenoic acid (29), prepared as described above in Example 29, and 8-chlorodibenz[b,f][1,4]oxazepine-10(11H)-carboxylic acid, hydrazide (1), prepared as described above in E...